This data is from the Open Reaction Database (ORD), a public repository of structured organic reaction records. The task is: describe an organic reaction: reactants, conditions, products, and yield The reactants are COC(=O)CN1CN(CC2CCCCC2)C2(CCN(C(=O)OC(C)(C)C)CC2)C1=O, CO, O=C([O-])[O-], O. The product is CC(C)(C)OC(=O)N1CCC2(CC1)C(=O)N(CC(=O)O)CN2CC1CCCCC1. Reaction SMILES: [C:1]([CH3:2])([CH3:3])([CH3:4])[O:5][C:6](=[O:7])[N:8]1[CH2:9][CH2:10][C:11]2([C:12](=[O:28])[N:13]([CH2:23][C:24](=[O:25])[O:26][CH3:27])[CH2:14][N:15]2[CH2:16][CH:17]2[CH2:18][CH2:19][CH2:20][CH2:21][CH2:22]2)[CH2:29][CH2:30]1.[CH3:35][OH:36].[O-:31][C:32](=[O:33])[O-:34].[OH2:37]>>[C:1]([CH3:2])([CH3:3])([CH3:4])[O:5][C:6](=[O:7])[N:8]1[CH2:9][CH2:10][C:11]2([C:12](=[O:28])[N:13]([CH2:23][C:24](=[O:25])[OH:26])[CH2:14][N:15]2[CH2:16][CH:17]2[CH2:18][CH2:19][CH2:20][CH2:21][CH2:22]2)[CH2:29][CH2:30]1. Starting materials: Cc1ccc(C=CC(=O)O)cc1, CN(C)C1CCN(c2nc3ccc(N)cc3s2)C1, O=C(Cl)C(=O)Cl, ClCCl, CN(C)C=O. Yields the product Cc1ccc(C=CC(=O)Nc2ccc3nc(N4CCC(N(C)C)C4)sc3c2)cc1. As a reaction SMILES: [CH3:1][c:2]1[cH:3][cH:4][c:5]([CH:6]=[CH:7][C:8](=[O:9])[OH:10])[cH:11][cH:12]1.[CH3:24][N:25]([CH:26]1[CH2:27][N:28]([c:31]2[s:32][c:33]3[c:34]([n:35]2)[cH:36][cH:37][c:38]([NH2:40])[cH:39]3)[CH2:29][CH2:30]1)[CH3:41].[Cl:18][C:19]([C:20]([Cl:21])=[O:22])=[O:23].[Cl:42][CH2:43][Cl:44].[O:13]=[CH:14][N:15]([CH3:16])[CH3:17]>>[CH3:1][c:2]1[cH:3][cH:4][c:5]([CH:6]=[CH:7][C:8](=[O:10])[NH:40][c:38]2[cH:37][cH:36][c:34]3[c:33]([s:32][c:31]([N:28]4[CH2:27][CH:26]([N:25]([CH3:24])[CH3:41])[CH2:30][CH2:29]4)[n:35]3)[cH:39]2)[cH:11][cH:12]1. Starting materials: BrCCCCCCCCCCOC1CCCCO1, [C-]#[C-], NCCN, CS(C)=O, [Li+], [Li+]. The product is C#CCCCCCCCCCCOC1CCCCO1. Reaction SMILES: [Br:1][CH2:2][CH2:3][CH2:4][CH2:5][CH2:6][CH2:7][CH2:8][CH2:9][CH2:10][CH2:11][O:12][CH:13]1[O:14][CH2:15][CH2:16][CH2:17][CH2:18]1.[C-:23]#[C-:24].[CH2:19]([CH2:20][NH2:22])[NH2:21].[CH3:27][S:28]([CH3:29])=[O:30].[Li+:25].[Li+:26]>>[CH2:2]([CH2:3][CH2:4][CH2:5][CH2:6][CH2:7][CH2:8][CH2:9][CH2:10][CH2:11][O:12][CH:13]1[O:14][CH2:15][CH2:16][CH2:17][CH2:18]1)[C:19]#[CH:20]. Starting materials: C1NC(CC=2C3=CC=CC=C3NC12)C(=O)O ((3RS)-1,2,3,4-tetrahydro-β-carboline-3-carboxylic acid), C(=S)=S (carbon disulfide), [OH-].[K+] (KOH), C(C)(C)I (isopropyl iodide). The product is C(C)(C)SC(=S)N1CC=2NC3=CC=CC=C3C2CC1C(=O)O ((3RS)-2-[(Isopropylthio)thiocarbonyl]-1,2,3,4-tetrahydro-β-carboline-3-carboxylic acid). RXN SMILES: [CH2:1]1[C:13]2[NH:12][C:11]3[C:6](=[CH:7][CH:8]=[CH:9][CH:10]=3)[C:5]=2[CH2:4][CH:3]([C:14]([OH:16])=[O:15])[NH:2]1.[OH-].[K+].[CH:19](I)([CH3:21])[CH3:20].[C:23](=[S:25])=[S:24]>>[CH:19]([S:25][C:23]([N:2]1[CH:3]([C:14]([OH:16])=[O:15])[CH2:4][C:5]2[C:6]3[C:11](=[CH:10][CH:9]=[CH:8][CH:7]=3)[NH:12][C:13]=2[CH2:1]1)=[S:24])([CH3:21])[CH3:20] |f:1.2|. Reported procedure: In the same manner as described in Example 6, (3RS)-1,2,3,4-tetrahydro-β-carboline-3-carboxylic acid (3.24 g), KOH (96%, 1.75 g), carbon disulfide (0.91 ml) and isopropyl iodide (1.8 ml) are reacted and treated. The product is crystallized from chloroform to give the title compound (1.59 g) as colorless needles, m.p. 188°-190° C. Reactants: C1(=CC=CC=C1)C (toluene), C(C1=CC=CC=C1)Br (benzyl bromide), [N-]=[N+]=[N-].[Na+] (sodium azide), C(C=C)(=O)OCC (ethyl acrylate). Run in C(C)O (ethanol), O (water), C(C)O (ethanol). The product is C(C1=CC=CC=C1)N1N=NC(=C1)C(=O)OCC (ethyl 1-benzyl-1H-1,2,3-triazole-4-carboxylate). As a reaction SMILES: [C:1]1([CH3:7])[CH:6]=[CH:5][CH:4]=[CH:3][CH:2]=1.C(Br)C1C=CC=CC=1.[N-:16]=[N+:17]=[N-:18].[Na+].[C:20]([O:24][CH2:25][CH3:26])(=[O:23])[CH:21]=[CH2:22]>C(O)C.O>[CH2:7]([N:16]1[CH:22]=[C:21]([C:20]([O:24][CH2:25][CH3:26])=[O:23])[N:18]=[N:17]1)[C:1]1[CH:6]=[CH:5][CH:4]=[CH:3][CH:2]=1 |f:2.3|. Reported procedure: To a mixed solvent of toluene (100 mL)/ethanol (100 mL)/water (50 mL) were added benzyl bromide (10.7 g) and sodium azide (10.1 g), and the mixture was heated under reflux for 5 hr. A solution of ethyl acrylate (38.8 mL) in ethanol (200 mL) was added dropwise to the reaction mixture, and the mixture was heated under reflux for 12 hr. The reaction mixture was concentrated under reduced pressure, and the residue was purified by silica gel column chromatography to give the title compound (5.66 g) a... Starting materials: C1(=CC=C(C=C1)S(=O)(=O)[O-])C.[NH+]1=CC=CC=C1 (Pyridinium p-toluenesulfonate), ClCC(=O)OC\1C(CCC(CC(=O)OC(C(/C=C1)C)\C(=C\C=C\C(CC1C(C(C(CC)OC(C)OCC)C)O1)C)\C)OC(C)OCC)(C)OC(C)OCC ((8E,12E,14E)-7-chloroacetoxy-3,6,21-tri(1-ethoxyethoxy)-6,10,12,16,20-pentamethyl-18,19-epoxytricosa-8,12,14-trien-11-olide). Solvent: CO (methanol). Reaction conditions: time 1 hour. Product: ClCC(=O)OC\1C(CCC(CC(=O)OC(C(/C=C1)C)\C(=C\C=C\C(CC1C(C(C(CC)O)C)O1)C)\C)O)(C)O ((8E,12E,14E)-7-Chloroacetoxy-3,6,21-trihydroxy-6,10,12,16,20-pentamethyl-18,19-epoxytricosa-8,12,14-trien-11-olide). Isolated yield 69.0%. RXN SMILES: C1(C)C=CC(S([O-])(=O)=O)=CC=1.[NH+]1C=CC=CC=1.[Cl:18][CH2:19][C:20]([O:22][CH:23]1[C:24]([O:66]C(OCC)C)([CH3:65])[CH2:25][CH2:26][CH:27]([O:59]C(OCC)C)[CH2:28][C:29]([O:31][CH:32](/[C:37](/[CH3:58])=[CH:38]/[CH:39]=[CH:40]/[CH:41]([CH3:57])[CH2:42][CH:43]2[O:56][CH:44]2[CH:45]([CH3:55])[CH:46]([O:49]C(OCC)C)[CH2:47][CH3:48])[CH:33]([CH3:36])[CH:34]=[CH:35]1)=[O:30])=[O:21]>CO>[Cl:18][CH2:19][C:20]([O:22][CH:23]1[C:24]([OH:66])([CH3:65])[CH2:25][CH2:26][CH:27]([OH:59])[CH2:28][C:29]([O:31][CH:32](/[C:37](/[CH3:58])=[CH:38]/[CH:39]=[CH:40]/[CH:41]([CH3:57])[CH2:42][CH:43]2[O:56][CH:44]2[CH:45]([CH3:55])[CH:46]([OH:49])[CH2:47][CH3:48])[CH:33]([CH3:36])[CH:34]=[CH:35]1)=[O:30])=[O:21] |f:0.1|. Reported procedure: Pyridinium p-toluenesulfonate (1 mg, 4.1 μmol) was added to a solution of (8E,12E,14E)-7-chloroacetoxy-3,6,21-tri(1-ethoxyethoxy)-6,10,12,16,20-pentamethyl-18,19-epoxytricosa-8,12,14-trien-11-olide (3.2 mg, 4.06 μmol) in methanol (1 mL), followed by stirring at room temperature for one hour. The reaction solution was evaporated, and the resulting residue was purified by thin layer chromatography (MERCK Silica gel 60 F254, 0.2 mm, developing solution; ethyl acetate-hexane=2:1) to obtain the title... Reactants: CC1(CCC(CC1)C1=CC=C(C=C1)O)C (4-(4,4-dimethylcyclohexyl)phenol), S(=O)(=O)(Cl)Cl (sulfuryl chloride), C([O-])(O)=O.[Na+] (sodium bicarbonate). The solvent is C(C)(=O)OCC (ethyl acetate), C1(=CC=CC=C1)C (toluene). Product: ClC1=C(C=CC(=C1)C1CCC(CC1)(C)C)O (2-chloro-4-(4,4-dimethylcyclohexyl)phenol). The yield is 96.2%. RXN SMILES: [CH3:1][C:2]1([CH3:15])[CH2:7][CH2:6][CH:5]([C:8]2[CH:13]=[CH:12][C:11]([OH:14])=[CH:10][CH:9]=2)[CH2:4][CH2:3]1.S(Cl)([Cl:19])(=O)=O.C(=O)(O)[O-].[Na+]>C1(C)C=CC=CC=1.C(OCC)(=O)C>[Cl:19][C:12]1[CH:13]=[C:8]([CH:5]2[CH2:6][CH2:7][C:2]([CH3:15])([CH3:1])[CH2:3][CH2:4]2)[CH:9]=[CH:10][C:11]=1[OH:14] |f:2.3|. Procedure details: A solution of 4-(4,4-dimethylcyclohexyl)phenol (2.16 g, 10.6 mmol), disiobutylamine (0.14 mL) and sulfuryl chloride (0.59 mL, 7.4 mmol) in toluene was stirred at 70° C. for 2 h. The reaction mixture was cooled to room temperature, treated with saturated aqueous sodium bicarbonate and diluted with ethyl acetate. The organic layer was washed with water, brine, dried over sodium sulfate, filtered and concentrated in vaclio. The resulting oil was subjected to chromatography on silica gel, using hexa...